The task is: describe an organic reaction: reactants, conditions, products, and yield. This data is from the Open Reaction Database (ORD), a public repository of structured organic reaction records. Reaction SMILES: [CH2:3]([CH3:4])[c:5]1[n:6][n+:7]([O-:20])[c:8]2[c:9]([cH:10][cH:11][c:12]3[c:17]2[CH2:16][N:15]([CH3:18])[CH2:14][CH2:13]3)[n:19]1.[Cl:28][CH2:29][Cl:30].[F:21][C:22]([F:23])([F:25])[C:26](=[O:24])[OH:27].[NH3:31].[OH:1][OH:2]>>[CH2:3]([CH3:4])[c:5]1[n:6][n+:7]([O-:20])[c:8]2[c:9]([cH:10][cH:11][c:12]3[c:17]2[CH2:16][N:15]([CH3:18])[CH2:14][CH2:13]3)[n+:19]1[O-:24]. Yields the product CCc1n[n+]([O-])c2c3c(ccc2[n+]1[O-])CCN(C)C3. The reactants are CCc1nc2ccc3c(c2[n+]([O-])n1)CN(C)CC3, ClCCl, O=C(O)C(F)(F)F, N, OO. Starting materials: [BH4-], CN, CO, COCCS(=O)(=O)N1CCC(c2c[nH]c3c(C(N)=O)cc(-c4cccc(C=O)c4)cc23)CC1, ClCCl, [Na+]. The product is CNCc1cccc(-c2cc(C(N)=O)c3[nH]cc(C4CCN(S(=O)(=O)CCOC)CC4)c3c2)c1. As a reaction SMILES: [BH4-:36].[CH3:34][NH2:35].[CH3:38][OH:39].[CH:1](=[O:2])[c:3]1[cH:4][c:5](-[c:9]2[cH:10][c:11]3[c:12]([CH:21]4[CH2:22][CH2:23][N:24]([S:27](=[O:28])(=[O:29])[CH2:30][CH2:31][O:32][CH3:33])[CH2:25][CH2:26]4)[cH:13][nH:14][c:15]3[c:16]([C:18](=[O:19])[NH2:20])[cH:17]2)[cH:6][cH:7][cH:8]1.[Cl:40][CH2:41][Cl:42].[Na+:37]>>[CH2:1]([c:3]1[cH:4][c:5](-[c:9]2[cH:10][c:11]3[c:12]([CH:21]4[CH2:22][CH2:23][N:24]([S:27](=[O:28])(=[O:29])[CH2:30][CH2:31][O:32][CH3:33])[CH2:25][CH2:26]4)[cH:13][nH:14][c:15]3[c:16]([C:18](=[O:19])[NH2:20])[cH:17]2)[cH:6][cH:7][cH:8]1)[NH:35][CH3:34]. The reactants are COC[C@H]1C[C@H](N(C1)C(=O)OC(C)(C)C)C(=O)OCC(=O)C=1C=CC2=C(COC=3C=C4C(=CC23)CCC(C4=O)Br)C1 ((2S,4S)-2-(2-(9-bromo-8-oxo-8,9,10,11-tetrahydro-5H-dibenzo[c,g]chromen-3-yl)-2-oxoethyl) 1-tert-butyl 4-(methoxymethyl)pyrrolidine-1,2-dicarboxylate), COC(=O)N[C@@H](C(C)C)C(=O)N1[C@@H](CC[C@@H]1C)C1=NC2=C(N1)C1=CC3=C(C=C1C=C2)C2=CC=C(C=C2CO3)C3=CN=C(N3)[C@H]3N(C[C@H](C3)COC)C(=O)OC(C)(C)C (tert-butyl (2S,4S)-2-[5-(2-{(2S,5S)-1-[N-(methoxycarbonyl)-L-valyl]-5-methylpyrrolidin-2-yl}-1,11-dihydroisochromeno[4′,3′:6,7]naphtho[1,2-d]imidazol-9-yl)-1H-imidazol-2-yl]-4-(methoxymethyl)pyrrolidine-1-carboxylate), C(C)(C)(C)OC(=O)N1[C@@H](C[C@@H](C1)COC)C(=O)O ((2S,4S)-1-(tert-butoxycarbonyl)-4-(methoxymethyl)pyrrolidine-2-carboxylic acid). Product: C(C)(C)(C)OC(=O)N1[C@@H](C[C@@H](C1)COC)C1=NC2=C(N1)C1=CC3=C(C=C1C=C2)C2=CC=C(C=C2CO3)C3=CN=C(N3)[C@H]3N(C[C@H](C3)COC)C(=O)OC(C)(C)C (tert-Butyl (2S,4S)-2-(5-{2-[(2S,4S)-1-(tert-butoxycarbonyl)-4-(methoxymethyl)pyrrolidin-2-yl]-1,11-dihydroisochromeno[4′,3′:6,7]naphtho[1,2-d]imidazol-9-yl}-1H-imidazol-2-yl)-4-(methoxymethyl)pyrrolidine-1-carboxylate). Reaction SMILES: [CH3:1][O:2][CH2:3][C@@H:4]1[CH2:8][N:7]([C:9]([O:11][C:12]([CH3:15])([CH3:14])[CH3:13])=[O:10])[C@H:6]([C:16](OCC(C2C=CC3C4C=C5CCC(Br)C(=O)C5=CC=4OCC=3C=2)=O)=O)[CH2:5]1.COC(N[C@H](C(N1[C@@H](C)CC[C@H]1C1[NH:63][C:62]2[C:64]3[C:69]([CH:70]=[CH:71][C:61]=2[N:60]=1)=[CH:68][C:67]1[C:72]2[C:77]([CH2:78][O:79][C:66]=1[CH:65]=3)=[CH:76][C:75]([C:80]1[NH:84]C([C@@H]3C[C@H](COC)CN3C(OC(C)(C)C)=O)=[N:82][CH:81]=1)=[CH:74][CH:73]=2)=O)C(C)C)=O.[C:100]([O:104][C:105]([N:107]1[CH2:111][C@@H:110]([CH2:112][O:113][CH3:114])[CH2:109][C@H:108]1[C:115](O)=O)=[O:106])([CH3:103])([CH3:102])[CH3:101]>>[C:12]([O:11][C:9]([N:7]1[CH2:8][C@@H:4]([CH2:3][O:2][CH3:1])[CH2:5][C@H:6]1[C:16]1[NH:63][C:62]2[C:64]3[C:69]([CH:70]=[CH:71][C:61]=2[N:60]=1)=[CH:68][C:67]1[C:72]2[C:77]([CH2:78][O:79][C:66]=1[CH:65]=3)=[CH:76][C:75]([C:80]1[NH:84][C:115]([C@@H:108]3[CH2:109][C@H:110]([CH2:112][O:113][CH3:114])[CH2:111][N:107]3[C:105]([O:104][C:100]([CH3:101])([CH3:102])[CH3:103])=[O:106])=[N:82][CH:81]=1)=[CH:74][CH:73]=2)=[O:10])([CH3:15])([CH3:14])[CH3:13]. Reported procedure: tert-Butyl (2S,4S)-2-(5-{2-[(2S,4S)-1-(tert-butoxycarbonyl)-4-(methoxymethyl)pyrrolidin-2-yl]-1,11-dihydroisochromeno[4′,3′:6,7]naphtho[1,2-d]imidazol-9-yl}-1H-imidazol-2-yl)-4-(methoxymethyl)pyrrolidine-1-carboxylate was prepared from (2S,4S)-2-(2-(9-bromo-8-oxo-8,9,10,11-tetrahydro-5H-dibenzo[c,g]chromen-3-yl)-2-oxoethyl) 1-tert-butyl 4-(methoxymethyl)pyrrolidine-1,2-dicarboxylate by the same method employed in the synthesis of tert-butyl (2S,4S)-2-[5-(2-{(2S,5S)-1-[N-(methoxycarbonyl)-L-valyl... Reactants: CCOC(=O)C(C#N)=Cc1cccc2ccccc12, c1ccccc1. Product: CCOC(=O)C(C#N)Cc1cccc2ccccc12. RXN SMILES: [CH2:1]([CH3:2])[O:3][C:4]([C:5](=[CH:6][c:7]1[cH:8][cH:9][cH:10][c:11]2[cH:12][cH:13][cH:14][cH:15][c:16]12)[C:17]#[N:18])=[O:19].[cH:20]1[cH:21][cH:22][cH:23][cH:24][cH:25]1>>[CH2:1]([CH3:2])[O:3][C:4]([CH:5]([CH2:6][c:7]1[cH:8][cH:9][cH:10][c:11]2[cH:12][cH:13][cH:14][cH:15][c:16]12)[C:17]#[N:18])=[O:19]. The reactants are FC1=C(OC2=CC3=C(NC(=N3)C3=NC=CC=C3)C=C2OC=2C=NC(=CC2)S(=O)(=O)CC)C=C(C=C1)F (5-(2,5-Difluoro-phenoxy)-2-pyridin-2-yl-6-(6-ethanesulfonyl-pyridin-3-yloxy)-1H-benzimidazole), COC(=N)C1=NC=CN=C1 (methylpyrazin-2-imidate). Product: FC1=C(OC2=CC3=C(NC(=N3)C3=NC=CN=C3)C=C2OC=2C=NC(=CC2)S(=O)(=O)CC)C=C(C=C1)F (5-(2,5-Difluoro phenoxy)-2-pyrazin-2-yl-6-(6-ethanesulfonyl-pyridin-3-yloxy)-1H-benzimidazole). As a reaction SMILES: [F:1][C:2]1[CH:35]=[CH:34][C:33]([F:36])=[CH:32][C:3]=1[O:4][C:5]1[C:19]([O:20][C:21]2[CH:22]=[N:23][C:24]([S:27]([CH2:30][CH3:31])(=[O:29])=[O:28])=[CH:25][CH:26]=2)=[CH:18][C:8]2[NH:9][C:10]([C:12]3[CH:17]=C[CH:15]=[CH:14][N:13]=3)=[N:11][C:7]=2[CH:6]=1.COC(C1C=NC=CN=1)=[NH:40]>>[F:1][C:2]1[CH:35]=[CH:34][C:33]([F:36])=[CH:32][C:3]=1[O:4][C:5]1[C:19]([O:20][C:21]2[CH:22]=[N:23][C:24]([S:27]([CH2:30][CH3:31])(=[O:29])=[O:28])=[CH:25][CH:26]=2)=[CH:18][C:8]2[NH:9][C:10]([C:12]3[CH:17]=[N:40][CH:15]=[CH:14][N:13]=3)=[N:11][C:7]=2[CH:6]=1. Reported procedure: The entitled compound was obtained as a white solid in the same method as in Example 205 or in accordance with the method or by combining it with an ordinary method but using 4-(2,5-difluoro-phenoxy)-5-(6-ethanesulfonyl-pyridin-3-yloxy)-benzene-1,2-diamine obtained in Example 232 and methylpyrazin-2-imidate.